From a dataset of the Open Reaction Database (ORD), a public repository of structured organic reaction records. describe an organic reaction: reactants, conditions, products, and yield Starting materials: C1=CC=CC2=CC3=CC=CC=C3C=C12 (Anthracene), C(C=C)(=O)Cl (acryloyl chloride), [Cl-].[Al+3].[Cl-].[Cl-] (aluminium chloride). The product is C(C=C)(=O)C1=CC2=CC3=CC=CC=C3C=C2C=C1 (2-acryloylanthracene). The yield is 27.5%. Reaction SMILES: [CH:1]1[C:14]2[C:5](=[CH:6][C:7]3[C:12]([CH:13]=2)=[CH:11][CH:10]=[CH:9][CH:8]=3)[CH:4]=[CH:3][CH:2]=1.[C:15](Cl)(=[O:18])[CH:16]=[CH2:17].[Cl-].[Al+3].[Cl-].[Cl-]>>[C:15]([C:2]1[CH:3]=[CH:4][C:5]2[C:14](=[CH:13][C:12]3[C:7]([CH:6]=2)=[CH:8][CH:9]=[CH:10][CH:11]=3)[CH:1]=1)(=[O:18])[CH:16]=[CH2:17] |f:2.3.4.5|. Procedure: Anthracene (0.156 g), acryloyl chloride (0.11 g), and aluminium chloride (0.15 g) were treated in the same manner as described in Example 1 to obtain the title compound (56 mg). The reactants are O=C([O-])[O-], CS(C)=O, Fc1cccc(CCl)c1, [I-], [K+], [K+], [K+], O=C1NCCN1, O. Product: O=C1NCCN1Cc1cccc(F)c1. RXN SMILES: [C:7](=[O:8])([O-:9])[O-:10].[CH3:24][S:25]([CH3:26])=[O:27].[F:15][c:16]1[cH:17][c:18]([CH2:19][Cl:20])[cH:21][cH:22][cH:23]1.[I-:14].[K+:11].[K+:12].[K+:13].[NH:1]1[C:2](=[O:6])[NH:3][CH2:4][CH2:5]1.[OH2:28]>>[N:1]1([CH2:19][c:18]2[cH:17][c:16]([F:15])[cH:23][cH:22][cH:21]2)[C:2](=[O:6])[NH:3][CH2:4][CH2:5]1.